The task is: describe an organic reaction: reactants, conditions, products, and yield. This data is from the Open Reaction Database (ORD), a public repository of structured organic reaction records. The reactants are CCOC(=O)CN1CCC(N)C1, Cl, Cl, O=C(O)c1ccc(Cl)cc1. The product is CCOC(=O)CN1CCC(NC(=O)c2ccc(Cl)cc2)C1. As a reaction SMILES: [CH2:3]([CH3:4])[O:5][C:6]([CH2:7][N:8]1[CH2:9][CH:10]([NH2:13])[CH2:11][CH2:12]1)=[O:14].[ClH:1].[ClH:2].[OH:15][C:16](=[O:17])[c:18]1[cH:19][cH:20][c:21]([Cl:22])[cH:23][cH:24]1>>[CH2:3]([CH3:4])[O:5][C:6]([CH2:7][N:8]1[CH2:9][CH:10]([NH:13][C:16](=[O:15])[c:18]2[cH:19][cH:20][c:21]([Cl:22])[cH:23][cH:24]2)[CH2:11][CH2:12]1)=[O:14]. Reactants: CO, CN(C)c1ccc([N+](=O)[O-])cn1, [H][H]. Yields the product CN(C)c1ccc(N)cn1. RXN SMILES: [CH3:15][OH:16].[CH3:1][N:2]([c:3]1[n:4][cH:5][c:6]([N+:9]([O-:10])=[O:11])[cH:7][cH:8]1)[CH3:12].[H:13][H:14]>>[CH3:1][N:2]([c:3]1[n:4][cH:5][c:6]([NH2:9])[cH:7][cH:8]1)[CH3:12]. Starting materials: product II, C(C1=CC=CC=C1)C(=O)CC1=CC=CC=C1 (dibenzylketone), C1=CC(=CC=C1Cl)Cl (dichlorobenzene). Run in CCCCCC (hexane). The product is C1C=CC2C1C3CC2C=C3 (BISCYCLOPENTADIENE). As a reaction SMILES: [CH2:1]([C:8]([CH2:10][C:11]1[CH:16]=[CH:15][CH:14]=[CH:13][CH:12]=1)=O)C1C=CC=CC=1.[CH:17]1C(Cl)=CC=C(Cl)C=1>CCCCCC>[CH2:10]1[CH:11]2[CH:12]3[CH:13]=[CH:14][CH:15]([CH:16]2[CH:1]=[CH:8]1)[CH2:17]3. Reported procedure: A one mole equivalent sample of product II and two mole equivalent of dibenzylketone is heated for 4 hours in a mechanically stirred dichlorobenzene solution. The mixture is diluted with addition of hexane and the solid product is filtered, washed with hexane and dried. Purification of this product may be carried out by recrystallization from acetone or methyl ethyl ketone. ##STR41## where: Ph=phenyl rings. Reactants: C1(=C(C=CC=C1)N[C@@H](CC(=O)O)C(=O)O)C (N-(ortho-toluyl)aspartic acid), Cl[O-].[Na+] (sodium hypochlorite). The solvent is CO (methanol), CO (methanol). The product is C1(=C(C=CC=C1)NC(=C)C(=O)O)C (N-(ortho-toluyl) dehydroalanine). The yield is 33.4%. Reaction SMILES: [C:1]1([CH3:16])[CH:6]=[CH:5][CH:4]=[CH:3][C:2]=1[NH:7][C@H:8]([C:13]([OH:15])=[O:14])[CH2:9]C(O)=O.Cl[O-].[Na+]>CO>[C:1]1([CH3:16])[CH:6]=[CH:5][CH:4]=[CH:3][C:2]=1[NH:7][C:8]([C:13]([OH:15])=[O:14])=[CH2:9] |f:1.2|. Procedure: 10 g of N-(ortho-toluyl)aspartic acid are disolved in 20 ml of methanol in a 500 ml, three-necked, round-bottomed flask equipped with a thermometer, a dropping funnel and a reflux condenser. After having completely dissolved, 28.5 ml of an aqueous sodium hypochlorite solution, assaying at 1.40 mol/l, are added dropwise while maintaining the temperature below 20 °C. At the end of the addition, the mixture is diluted with 180 ml of methanol before being brought to reflux for 1 h 30 minutes. After ... The reactants are NC1CCCOC2=C1C=CC=C2 (5-amino-2,3,4,5-tetrahydro-1-benzoxepine), ClCCCC(=O)Cl (4-chlorobutyryl choride). The product is ClCCCC(=O)NC1CCCOC2=C1C=CC=C2 (5-(4-chlorobutyrylamino)-2,3,4,5-tetrahydro-1-benzoxepine). RXN SMILES: [NH2:1][CH:2]1[C:8]2[CH:9]=[CH:10][CH:11]=[CH:12][C:7]=2[O:6][CH2:5][CH2:4][CH2:3]1.[Cl:13][CH2:14][CH2:15][CH2:16][C:17](Cl)=[O:18]>>[Cl:13][CH2:14][CH2:15][CH2:16][C:17]([NH:1][CH:2]1[C:8]2[CH:9]=[CH:10][CH:11]=[CH:12][C:7]=2[O:6][CH2:5][CH2:4][CH2:3]1)=[O:18]. Procedure details: 5-amino-2,3,4,5-tetrahydro-1-benzoxepine and 4-chlorobutyryl choride were used to produce the above compound in the same way as Reference Example 8.